describe an organic reaction: reactants, conditions, products, and yield From a dataset of the Open Reaction Database (ORD), a public repository of structured organic reaction records. Starting materials: ClC1=NC=C(C=N1)Br (2-Chloro-5-bromopyrimidine), O1C(=CC=C1)[Sn](CCCC)(CCCC)CCCC (2-furyltributyltin). Product: ClC1=NC=C(C=N1)C=1OC=CC1 (2-chloro-5-(2-furyl)pyrimidine). RXN SMILES: [Cl:1][C:2]1[N:7]=[CH:6][C:5](Br)=[CH:4][N:3]=1.[O:9]1[CH:13]=[CH:12][CH:11]=[C:10]1[Sn](CCCC)(CCCC)CCCC>>[Cl:1][C:2]1[N:7]=[CH:6][C:5]([C:10]2[O:9][CH:13]=[CH:12][CH:11]=2)=[CH:4][N:3]=1. Procedure: 2-Chloro-5-bromopyrimidine and 2-furyltributyltin are treated in the same manner as in Example 190 to give 2-chloro-5-(2-furyl)pyrimidine. Reaction SMILES: FC1C=CC=CC=1C#N.OCCN1CCNCC1.[OH:19][CH2:20][CH2:21][N:22]1[CH2:27][CH2:26][N:25]([C:28]2[CH:33]=[CH:32][CH:31]=[CH:30][C:29]=2[C:34]#[N:35])[CH2:24][CH2:23]1.C(N(C(C)C)CC)(C)C.[C:45]12([C:55](Cl)=[O:56])[CH2:54][CH:49]3[CH2:50][CH:51]([CH2:53][CH:47]([CH2:48]3)[CH2:46]1)[CH2:52]2>CN(C)C=O.C(Cl)Cl>[C:34]([C:29]1[CH:30]=[CH:31][CH:32]=[CH:33][C:28]=1[N:25]1[CH2:26][CH2:27][N:22]([CH2:21][CH2:20][O:19][C:55]([C:45]23[CH2:54][CH:49]4[CH2:48][CH:47]([CH2:53][CH:51]([CH2:50]4)[CH2:52]2)[CH2:46]3)=[O:56])[CH2:23][CH2:24]1)#[N:35]. The product is C(#N)C1=C(C=CC=C1)N1CCN(CC1)CCOC(=O)C12CC3CC(CC(C1)C3)C2 (Tricyclo[3.3.1.13,7 ]decane-1-carboxylic acid [2-[4-(2-cyanophenyl)-1-piperazinyl]ethyl]ester). Isolated yield 28.0%. Run at temperature 80 celsius, time 3 hour. Reactants: OCCN1CCN(CC1)C1=C(C=CC=C1)C#N (1-(2-hydroxyethyl)-4-(2-cyanophenyl)piperazine), FC1=C(C#N)C=CC=C1 (2-Fluorobenzonitrile), C(C)(C)N(CC)C(C)C (diisopropyl ethylamine), C12(CC3CC(CC(C1)C3)C2)C(=O)Cl (1-adamantanecarbonyl chloride), OCCN1CCNCC1 (1-(2-hydroxyethyl)-piperazine). Procedure details: 2-Fluorobenzonitrile (6.0 g, 50 mmoles) and 1-(2-hydroxyethyl)-piperazine (6.5 g, 50 mmoles) were combined in 500 mL of dimethylformamide and heated at 80° C. under N2 for 24 hours. After cooling, the solvent was removed in vacuum and the crude 1-(2-hydroxyethyl)-4-(2-cyanophenyl)piperazine thus produced was used without purification. 2.3 Grams (10 mmole) of the crude 1-(2-hydroxyethyl)-4-(2-cyanophenyl)piperazine was dissolved in 100 mL of CH2Cl2 and 1.3 g (10 mmole) of diisopropyl ethylamine w... The solvent is C(Cl)Cl (CH2Cl2), CN(C=O)C (dimethylformamide).